From a dataset of the Open Reaction Database (ORD), a public repository of structured organic reaction records. describe an organic reaction: reactants, conditions, products, and yield Starting materials: C1=CC=CC=2C3=CC=CC=C3NC12 (carbazole), [NH2-].[Na+] (sodium amide), N (ammonia), C(=O)=O.CC(=O)C (Dry Ice acetone), BrCC#C (3-bromo-1-propyne), N (ammonia). The solvent is liquid. Conditions: temperature 33 celsius, time 2.5 hour. Product: C1=CC=CC=2C3=CC=CC=C3N(C12)CC#C (3-(N-carbazolyl)-1-propyne). RXN SMILES: C(=O)=O.[CH3:4][C:5]([CH3:7])=O.[CH:8]1[C:20]2[NH:19][C:18]3[C:13](=[CH:14][CH:15]=[CH:16][CH:17]=3)[C:12]=2[CH:11]=[CH:10][CH:9]=1.[NH2-].[Na+].N.BrCC#C>>[CH:5]1[C:7]2[N:19]([CH2:20][C:8]#[CH:9])[C:18]3[C:13](=[CH:14][CH:15]=[CH:16][CH:17]=3)[C:12]=2[CH:11]=[CH:10][CH:4]=1 |f:0.1,3.4|. Procedure: A 3,000 ml. 3-necked, round bottom flask was fitted with mechanical stirrer, addition funnel, Dry Ice/acetone reflux condenser and means for providing nitrogen atmosphere. To the flask was added 75 g (0.45 mole) of carbazole, 20 g (0.50 mole) of sodium amide, and 1500 ml of liquid ammonia. After stirring vigorously at 31 33° C for about 2.5 hr, 75 g (0.63 mole) of 3-bromo-1-propyne was added dropwise over a period of 1 hr to the reaction mixture at -55° C. After the addition, striring was contin... The reactants are C(C)N (EtNH2), C(C)N (EtNH2), BrC1=NC=C(C=C1C(=O)OC)CCO (methyl 2-bromo-5-(2-hydroxyethyl)pyridine-3-carboxylate), CuBr. Run in C1CCOC1 (THF), C1CCOC1 (THF), CO (MeOH). Reaction conditions: temperature 57.5 celsius, time 2 hour. Product: C(C)NC1=NC=C(C=C1C(=O)OC)CCO (Methyl 2-(ethylamino)-5-(2-hydroxyethyl)pyridine-3-carboxylate). RXN SMILES: Br[C:2]1[C:7]([C:8]([O:10][CH3:11])=[O:9])=[CH:6][C:5]([CH2:12][CH2:13][OH:14])=[CH:4][N:3]=1.[CH2:15]([NH2:17])[CH3:16]>CO.C1COCC1>[CH2:15]([NH:17][C:2]1[C:7]([C:8]([O:10][CH3:11])=[O:9])=[CH:6][C:5]([CH2:12][CH2:13][OH:14])=[CH:4][N:3]=1)[CH3:16]. Reported procedure: 7.85 g (30.18 mmol) of methyl 2-bromo-5-(2-hydroxyethyl)pyridine-3-carboxylate (free base) were dissolved in 20 ml MeOH and added to a 250 ml 3-neck-round bottom flask with a stirrer bar, a thermocouple, a addition funnel and a cold condenser (capable for −78° C.). The solution was treated with 433 mg (3.018 mmol, 0.1 equiv.) CuBr and heated to 55-60° C. The reaction mixture was treated dropwise with 74 ml (148 mmol, 4.9 equiv.) 2M EtNH2 in THF. The reaction was kept at 55-60° C. for two hour an...